From a dataset of the Open Reaction Database (ORD), a public repository of structured organic reaction records. describe an organic reaction: reactants, conditions, products, and yield Starting materials: C(CCCCCC)=C1C(CCC1)=O (2-heptylidenecyclopentanone), BrBr (bromine). Run in ClC(=C(Cl)Cl)Cl (tetrachloroethylene). Product: C(CCCCCC)C=1C(CCC1)=O (2-heptyl-2-cyclopentenone). Isolated yield 84.0%. As a reaction SMILES: [CH:1](=[C:8]1[CH2:12][CH2:11][CH2:10][C:9]1=[O:13])[CH2:2][CH2:3][CH2:4][CH2:5][CH2:6][CH3:7].BrBr>ClC(Cl)=C(Cl)Cl>[CH2:1]([C:8]1[C:9](=[O:13])[CH2:10][CH2:11][CH:12]=1)[CH2:2][CH2:3][CH2:4][CH2:5][CH2:6][CH3:7]. Procedure: In a 100 ml four-neck flask fitted with a thermometer, a reflux condenser and a stirrer were placed 2-heptylidenecyclopentanone (20 g) synthesized in Reference Example 6, bromine (0.05 g) and tetrachloroethylene (10 ml), followed by 4 hours of the reaction under refluxing. The reaction mixture was washed with water and the layers were separated from each other. Further, the resulting organic layer was washed with saturated brine and separated. The organic layer was evaporated on a rotary evapora... Reaction SMILES: [C:1]1([S:7]([C:10]2[CH:11]=[C:12]3[C:17](=[CH:18][CH:19]=2)[C:16]([CH2:20][NH2:21])=[CH:15][CH:14]=[CH:13]3)(=[O:9])=[O:8])[CH:6]=[CH:5][CH:4]=[CH:3][CH:2]=1.[CH2:22]([O:29][C:30]([N:32]([CH2:34][C:35](O)=[O:36])[CH3:33])=[O:31])[C:23]1[CH:28]=[CH:27][CH:26]=[CH:25][CH:24]=1.ON1C2C=CC=CC=2N=N1.CC[N+](CCCN(C)C)=C=N>C(Cl)Cl.C(N(CC)CC)C>[CH2:22]([O:29][C:30](=[O:31])[N:32]([CH2:34][C:35](=[O:36])[NH:21][CH2:20][C:16]1[C:17]2[C:12](=[CH:11][C:10]([S:7]([C:1]3[CH:2]=[CH:3][CH:4]=[CH:5][CH:6]=3)(=[O:9])=[O:8])=[CH:19][CH:18]=2)[CH:13]=[CH:14][CH:15]=1)[CH3:33])[C:23]1[CH:28]=[CH:27][CH:26]=[CH:25][CH:24]=1. Procedure details: A mixture of C-(6-benzenesulfonyl-naphthalen-1-yl)-methylamine, (Benzyloxycarbonyl-methyl-amino)-acetic acid, 1-hydroxybenzotriazole, N-(3-dimethylaminopropyl)-N-ethylcarbodiimide and triethylamine in methylene chloride is stirred at room temperature. The reaction is quenched by addition of water, and the mixture is eluted through silica gel to give {[(6-Benzenesulfonyl-naphthalen-1-ylmethyl)-carbamoyl]-methyl}-methyl-carbamic acid benzyl ester. Yields the product C(C1=CC=CC=C1)OC(N(C)CC(NCC1=CC=CC2=CC(=CC=C12)S(=O)(=O)C1=CC=CC=C1)=O)=O ({[(6-Benzenesulfonyl-naphthalen-1-ylmethyl)-carbamoyl]-methyl}-methyl-carbamic acid benzyl ester). The reactants are C1(=CC=CC=C1)S(=O)(=O)C=1C=C2C=CC=C(C2=CC1)CN (C-(6-benzenesulfonyl-naphthalen-1-yl)-methylamine), C(C1=CC=CC=C1)OC(=O)N(C)CC(=O)O ((Benzyloxycarbonyl-methyl-amino)-acetic acid), ON1N=NC2=C1C=CC=C2 (1-hydroxybenzotriazole), CC[N+](=C=N)CCCN(C)C (N-(3-dimethylaminopropyl)-N-ethylcarbodiimide). Solvent: C(Cl)Cl (methylene chloride), C(C)N(CC)CC (triethylamine).